This data is from the Open Reaction Database (ORD), a public repository of structured organic reaction records. The task is: describe an organic reaction: reactants, conditions, products, and yield Starting materials: [Na+], [Na+], O=C([O-])[O-], O, O=P(Br)(Br)Br, O=c1cccc(-c2ccccc2)[nH]1. The product is Brc1cccc(-c2ccccc2)n1. As a reaction SMILES: [Na+:19].[Na+:20].[O-:21][C:22](=[O:23])[O-:24].[OH2:25].[P:14]([Br:15])([Br:16])([Br:17])=[O:18].[c:1]1(-[c:7]2[cH:8][cH:9][cH:10][c:11](=[O:13])[nH:12]2)[cH:2][cH:3][cH:4][cH:5][cH:6]1>>[c:1]1(-[c:7]2[cH:8][cH:9][cH:10][c:11]([Br:16])[n:12]2)[cH:2][cH:3][cH:4][cH:5][cH:6]1. The product is ClC1=C(C=C(C(=N1)C(=O)OC)C(=O)OC)CCCl (6-chloro-5-(2-chloroethyl)pyridine-2,3-dicarboxylic acid, dimethyl ester). Run in CO (methanol). Procedure: A solution of 2-chloro-3-(2-chloroethyl)-5,8-dimethoxyquinoline (22.0 g, 0.077 mole) in 1 L methanol containing 80 mL of trimethylorthoformate and 2 mL concentrated sulfuric acid is stirred at room temperature while ozone is bubbled in until TLC indicates the disappearance of starting material. The reaction is concentrated in vacuo, and the residue is partitioned between ether and saturated aqueous bicarbonate. The organic layer is washed further with bicarbonate, then with aqueous bisulfite. Dr... The reactants are ClC1=NC2=C(C=CC(=C2C=C1CCCl)OC)OC (2-chloro-3-(2-chloroethyl)-5,8-dimethoxyquinoline), COC(OC)OC (trimethylorthoformate), S(O)(O)(=O)=O (sulfuric acid), O=[O+][O-] (ozone). RXN SMILES: [Cl:1][C:2]1[C:11]([CH2:12][CH2:13][Cl:14])=[CH:10][C:9]2[C:4](=[C:5]([O:17][CH3:18])C=CC=2OC)[N:3]=1.CO[CH:21]([O:24]C)[O:22][CH3:23].S(=O)(=O)(O)[OH:27].O=[O+][O-]>CO>[Cl:1][C:2]1[N:3]=[C:4]([C:5]([O:17][CH3:18])=[O:27])[C:9]([C:21]([O:22][CH3:23])=[O:24])=[CH:10][C:11]=1[CH2:12][CH2:13][Cl:14]. Reactants: 2B, O1COC2=C1C=CC(=C2)O (1,3-benzodioxol-5-ol), CC1(COC2=C1C=CC(=C2)O)C (3,3-dimethyl-2,3-dihydro-1-benzofuran-6-ol), C1(CC1)CCN1C(C(C2=CC=CC=C12)=O)=O (1-(2-cyclopropylethyl)-1H-indole-2,3-dione), C1(=CC=CC=C1)C(N1C(C(C2=CC=CC=C12)=O)=O)C1=CC=CC=C1 (1-(diphenylmethyl)-1H-indole-2,3-dione). Product: C1(=CC=CC=C1)C(N1C(C(C2=CC=CC=C12)(C=1C(=CC2=C(C(CO2)(C)C)C1)O)O)=O)C1=CC=CC=C1 (1-(diphenylmethyl)-3-hydroxy-3-(6-hydroxy-3,3-dimethyl-2,3-dihydro-1-benzofuran-5-yl)-1,3-dihydro-2H-indol-2-one). RXN SMILES: C1(CCN2C3C(=CC=CC=3)C(=O)C2=O)CC1.[C:17]1([CH:23]([C:35]2[CH:40]=[CH:39][CH:38]=[CH:37][CH:36]=2)[N:24]2[C:32]3[C:27](=[CH:28][CH:29]=[CH:30][CH:31]=3)[C:26](=[O:33])[C:25]2=[O:34])[CH:22]=[CH:21][CH:20]=[CH:19][CH:18]=1.O1C2C=CC(O)=CC=2OC1.[CH3:51][C:52]1([CH3:62])[C:56]2[CH:57]=[CH:58][C:59]([OH:61])=[CH:60][C:55]=2[O:54][CH2:53]1>>[C:35]1([CH:23]([C:17]2[CH:18]=[CH:19][CH:20]=[CH:21][CH:22]=2)[N:24]2[C:32]3[C:27](=[CH:28][CH:29]=[CH:30][CH:31]=3)[C:26]([OH:33])([C:58]3[C:59]([OH:61])=[CH:60][C:55]4[O:54][CH2:53][C:52]([CH3:62])([CH3:51])[C:56]=4[CH:57]=3)[C:25]2=[O:34])[CH:40]=[CH:39][CH:38]=[CH:37][CH:36]=1. Procedure: Following the procedure as described in PREPARATION 2B, and making non-critical variations to replace 1-(2-cyclopropylethyl)-1H-indole-2,3-dione with 1-(diphenylmethyl)-1H-indole-2,3-dione, and 1,3-benzodioxol-5-ol with 3,3-dimethyl-2,3-dihydro-1-benzofuran-6-ol, the title compound was obtained: MS (ES+) m/z 478.5 (M+1). The reactants are COC(=O)C(C)(C)Br, NC(=O)c1ccccc1, CCOC(C)=O, O=C(NC(Cc1ccccc1)(c1cc(F)cc(C(F)(F)F)c1)c1ccc(F)c(O)c1)c1cccc(C(F)(F)F)c1, [K+], [K+], O=C([O-])[O-], CN(C)C=O. Product: COC(=O)C(C)(C)Oc1cc(C(Cc2ccccc2)(NC(=O)c2cccc(C(F)(F)F)c2)c2cc(F)cc(C(F)(F)F)c2)ccc1F. RXN SMILES: [Br:50][C:51]([C:52](=[O:53])[O:54][CH3:55])([CH3:56])[CH3:57].[C:1]([NH2:2])(=[O:3])[c:4]1[cH:5][cH:6][cH:7][cH:8][cH:9]1.[CH3:69][CH2:70][O:71][C:72]([CH3:73])=[O:74].[F:10][c:11]1[c:12]([OH:49])[cH:13][c:14]([C:17]([CH2:18][c:19]2[cH:20][cH:21][cH:22][cH:23][cH:24]2)([c:25]2[cH:26][c:27]([F:35])[cH:28][c:29]([C:31]([F:32])([F:33])[F:34])[cH:30]2)[NH:36][C:37]([c:38]2[cH:39][c:40]([C:44]([F:45])([F:46])[F:47])[cH:41][cH:42][cH:43]2)=[O:48])[cH:15][cH:16]1.[K+:58].[K+:59].[O-:60][C:61]([O-:62])=[O:63].[O:64]=[CH:65][N:66]([CH3:67])[CH3:68]>>[F:10][c:11]1[c:12]([O:49][C:51]([C:52](=[O:53])[O:54][CH3:55])([CH3:56])[CH3:57])[cH:13][c:14]([C:17]([CH2:18][c:19]2[cH:20][cH:21][cH:22][cH:23][cH:24]2)([c:25]2[cH:26][c:27]([F:35])[cH:28][c:29]([C:31]([F:32])([F:33])[F:34])[cH:30]2)[NH:36][C:37]([c:38]2[cH:39][c:40]([C:44]([F:45])([F:46])[F:47])[cH:41][cH:42][cH:43]2)=[O:48])[cH:15][cH:16]1. The reactants are ClC1=NC=CC2=C(C=CC=C12)[N+](=O)[O-] (1-chloro-5-nitroisoquinoline), stannous chloride dihydrate, ice water, C(=O)([O-])[O-].[Na+].[Na+] (Na2CO3). The solvent is CCOC(=O)C (EtOAc). The product is ClC1=NC=CC=2C(=CC=CC12)N (1-chloroisoquinolin-5-amine). RXN SMILES: [Cl:1][C:2]1[C:11]2[C:6](=[C:7]([N+:12]([O-])=O)[CH:8]=[CH:9][CH:10]=2)[CH:5]=[CH:4][N:3]=1.C([O-])([O-])=O.[Na+].[Na+]>CCOC(C)=O>[Cl:1][C:2]1[C:11]2[CH:10]=[CH:9][CH:8]=[C:7]([NH2:12])[C:6]=2[CH:5]=[CH:4][N:3]=1 |f:1.2.3|. Procedure details: A mixture of 1-chloro-5-nitroisoquinoline (450 mg, 0.0022 mol), stannous chloride dihydrate (2.4 g, 0.011 mol), and EtOAc (50 mL) was stirred under reflux under an atmosphere of nitrogen for 3 h. After cooling, the mixture was poured into ice-water and basified to pH 10.0 with aq. Na2CO3. The organic phase was separated and the aqueous phase was extracted with EtOAc. The combined organic layers were washed with brine, dried (Na2SO4) and concentrated under vacuum. The residue was purified by colu... The reactants are CC(C)n1ncnc1-c1cn2c(n1)-c1ccc(Br)cc1OCC2, CC1(C)OB(c2ccc(N)nc2)OC1(C)C, CS(C)=O. Product: CC(C)n1ncnc1-c1cn2c(n1)-c1ccc(-c3ccc(N)nc3)cc1OCC2. RXN SMILES: [Br:1][c:2]1[cH:3][c:4]2[c:5]([cH:22][cH:23]1)-[c:6]1[n:7]([cH:11][c:12](-[c:14]3[n:15][cH:16][n:17][n:18]3[CH:19]([CH3:20])[CH3:21])[n:13]1)[CH2:8][CH2:9][O:10]2.[CH3:24][C:25]1([CH3:26])[C:27]([CH3:28])([CH3:29])[O:30][B:31]([c:32]2[cH:33][cH:34][c:35]([NH2:38])[n:36][cH:37]2)[O:39]1.[CH3:40][S:41]([CH3:42])=[O:43]>>[c:2]1(-[c:32]2[cH:33][cH:34][c:35]([NH2:38])[n:36][cH:37]2)[cH:3][c:4]2[c:5]([cH:22][cH:23]1)-[c:6]1[n:7]([cH:11][c:12](-[c:14]3[n:15][cH:16][n:17][n:18]3[CH:19]([CH3:20])[CH3:21])[n:13]1)[CH2:8][CH2:9][O:10]2. Reactants: CC(=O)O, CCc1nc2c(cnn2CC)c(NC2CCOCC2)c1CNC(=O)CC(=O)NCc1cccc(-c2cccc(C=O)c2)c1, C1COCCN1, CS(C)=O. Product: CCc1nc2c(cnn2CC)c(NC2CCOCC2)c1CNC(=O)CC(=O)NCc1cccc(-c2cccc(CN3CCOCC3)c2)c1. RXN SMILES: [C:50]([OH:51])(=[O:52])[CH3:53].[CH2:1]([CH3:2])[n:3]1[n:4][cH:5][c:6]2[c:7]1[n:8][c:9]([CH2:42][CH3:43])[c:10]([CH2:19][NH:20][C:21]([CH2:22][C:23](=[O:24])[NH:25][CH2:26][c:27]1[cH:28][c:29](-[c:33]3[cH:34][c:35]([CH:39]=[O:40])[cH:36][cH:37][cH:38]3)[cH:30][cH:31][cH:32]1)=[O:41])[c:11]2[NH:12][CH:13]1[CH2:14][CH2:15][O:16][CH2:17][CH2:18]1.[CH2:44]1[CH2:45][O:46][CH2:47][CH2:48][NH:49]1.[CH3:54][S:55](=[O:56])[CH3:57]>>[CH2:1]([CH3:2])[n:3]1[n:4][cH:5][c:6]2[c:7]1[n:8][c:9]([CH2:42][CH3:43])[c:10]([CH2:19][NH:20][C:21]([CH2:22][C:23](=[O:24])[NH:25][CH2:26][c:27]1[cH:28][c:29](-[c:33]3[cH:34][c:35]([CH2:39][N:49]4[CH2:44][CH2:45][O:46][CH2:47][CH2:48]4)[cH:36][cH:37][cH:38]3)[cH:30][cH:31][cH:32]1)=[O:41])[c:11]2[NH:12][CH:13]1[CH2:14][CH2:15][O:16][CH2:17][CH2:18]1. Starting materials: C(#N)C1=CC=C(C=C1)C1=C(N2C([C@@H]([C@H]2C1)[C@@H](C)O)=O)C(=O)[O-].[Na+] (Sodium (5R,6S)-3-(4-cyanophenyl)-6-[(1R)-1-hydroxyethyl]-7-oxo-1-azabicyclo[3.2.0]hept-2-ene-2-carboxylate), ClCCN1CCOCC1 (4-(2-chloroethyl)-morpholine). The reagents and catalysts are [I-].C(CCC)[N+](CCCC)(CCCC)CCCC (tetrabutylammonium iodide). The solvent is CN(C)C=O (DMF). Product: C(#N)C1=CC=C(C=C1)C1=C(N2C([C@@H]([C@H]2C1)[C@@H](C)O)=O)C(=O)OCCN1CCOCC1 (2-morpholin-4-ylethyl(5R,6S)-3-(4-cyanophenyl)-6-[(1R)-1-hydroxyethyl]-7-oxo-1-azabicyclo[3.2.0]hept-2-ene-2-carboxylate). Isolated yield 33.0%. As a reaction SMILES: [C:1]([C:3]1[CH:8]=[CH:7][C:6]([C:9]2[CH2:15][C@H:14]3[N:11]([C:12](=[O:19])[C@@H:13]3[C@H:16]([OH:18])[CH3:17])[C:10]=2[C:20]([O-:22])=[O:21])=[CH:5][CH:4]=1)#[N:2].[Na+].Cl[CH2:25][CH2:26][N:27]1[CH2:32][CH2:31][O:30][CH2:29][CH2:28]1>CN(C=O)C.[I-].C([N+](CCCC)(CCCC)CCCC)CCC>[C:1]([C:3]1[CH:8]=[CH:7][C:6]([C:9]2[CH2:15][C@H:14]3[N:11]([C:12](=[O:19])[C@@H:13]3[C@H:16]([OH:18])[CH3:17])[C:10]=2[C:20]([O:22][CH2:25][CH2:26][N:27]2[CH2:32][CH2:31][O:30][CH2:29][CH2:28]2)=[O:21])=[CH:5][CH:4]=1)#[N:2] |f:0.1,4.5|. Reported procedure: Sodium (5R,6S)-3-(4-cyanophenyl)-6-[(1R)-1-hydroxyethyl]-7-oxo-1-azabicyclo[3.2.0]hept-2-ene-2-carboxylate (0.2 g) in dry DMF (4.0 ml) was ice-cooled. Thereto ware added tetrabutylammonium iodide (0.53 g), and 4-(2-chloroethyl)-morpholine (1M toluene, 8 mL), and the mixture was stirred. Thirty minutes later, after removal of the bath the mixture was stirred for 48 hours and thereto was added ethyl acetate. The mixture was washed succesively with aqueous phosphate buffer (pH 6.86), water and brin...